Task: describe an organic reaction: reactants, conditions, products, and yield. Dataset: the Open Reaction Database (ORD), a public repository of structured organic reaction records The yield is 38.3%. Reported procedure: Reactions were run in 8 x 30 mm glass vial inserts in 96 well-plate Para-dox Aluminum Reaction Blocks. The reaction components were dosed according to the design shown in Figure S2 and Figure S3. First, the catalysts (2 umol per vial) and solid bases (20 umol per vial) were added by dosing 50 uL each of a stock solution in 1,2-dichloroethane (40 mM for catalysts, 0.4 M for bases) via single-channel pipette. The 1,2-dichloroethane was then removed via centrifugal evaporation using a Genevac EZ-2 ... The reagents and catalysts are [F-].[Cs+], CC(=O)[O-].CC(=O)[O-].[Cu+2]. Starting materials: O=S(C1=CC=C(C2=NC=CC=C2)S1)(N)=O, OB(O)C1=CC=C(OC)C=C1. The product is O=S(C1=CC=C(S1)C2=NC=CC=C2)(NC3=CC=C(OC)C=C3)=O, O=S(C1=CC=C(S1)C2=NC=CC=C2)(N(C3=CC=C(OC)C=C3)C4=CC=C(OC)C=C4)=O. The solvent is ClCCCl, ClCCCl. Run at temperature 60 celsius, time 18 hour. Reactants: N(=[N+]=[N-])[C@H](C(N1CSCC1)=O)C1CCN(CC1)C(=O)OC(C)(C)C (tert-butyl 4-[(1S)-1-azido-2-oxo-2-(1,3-thiazolidin-3-yl)ethyl]piperidine-1-carboxylate), material, C1(=CC=CC=C1)P(C1=CC=CC=C1)C1=CC=CC=C1 (triphenyl phosphine). Solvent: C1CCOC1 (THF). Reaction conditions: temperature 60 celsius. Product: N[C@H](C(N1CSCC1)=O)C1CCN(CC1)C(=O)OC(C)(C)C (tert-Butyl 4-[(1S)-1-amino-2-oxo-2-(1,3-thiazolidin-3-yl)ethyl]piperidine-1-carboxylate). Reaction SMILES: [N:1]([C@@H:4]([CH:12]1[CH2:17][CH2:16][N:15]([C:18]([O:20][C:21]([CH3:24])([CH3:23])[CH3:22])=[O:19])[CH2:14][CH2:13]1)[C:5](=[O:11])[N:6]1[CH2:10][CH2:9][S:8][CH2:7]1)=[N+]=[N-].C1(P(C2C=CC=CC=2)C2C=CC=CC=2)C=CC=CC=1>C1COCC1>[NH2:1][C@@H:4]([CH:12]1[CH2:17][CH2:16][N:15]([C:18]([O:20][C:21]([CH3:24])([CH3:23])[CH3:22])=[O:19])[CH2:14][CH2:13]1)[C:5](=[O:11])[N:6]1[CH2:10][CH2:9][S:8][CH2:7]1. Procedure: Acid (Example 95, step A. 4.01 g) was converted to tert-butyl 4-[(1S)-1-azido-2-oxo-2-(1,3-thiazolidin-3-yl)ethyl]piperidine-1-carboxylate (1.3 g) in 4 steps using the procedures outlined in Example 6. 1H NMR (500 MHz, CD3OD, HCl salt) δ 4.71–4.49 (m, 2H), 4.09 (bs, 2H), 3.98–3.74 (m, 2H), 3.42 (d, 0.4H, J=7 Hz), 3.40 (d, 0.6H, J=7 Hz), 3.18 (t, 1.2H, J=5.6 Hz), 3.02 (t, 0.8H, J=5.6 Hz), 2.72 (bs, 2H), 2.18 (m, 1H), 1.99 (d, 1H, J=13 Hz), 1.61 (d, 1H, J=13.5 Hz), 1.42 (s, 9H), 1.24 (m, 1H), 1.19... Reactants: C(=NC1CCCCC1)=NC1CCCCC1, OCC1CCCN1, CN(C)C=O, O, On1nnc2ccccc21, O=C(O)c1ccccc1Nc1ccccc1. Product: O=C(c1ccccc1Nc1ccccc1)N1CCCC1CO. Reaction SMILES: [CH:35]1([N:36]=[C:37]=[N:38][CH:39]2[CH2:40][CH2:41][CH2:42][CH2:43][CH2:44]2)[CH2:45][CH2:46][CH2:47][CH2:48][CH2:49]1.[NH:28]1[CH:29]([CH2:30][OH:31])[CH2:32][CH2:33][CH2:34]1.[O:50]=[CH:51][N:52]([CH3:53])[CH3:54].[OH2:17].[OH:18][n:19]1[c:20]2[cH:21][cH:22][cH:23][cH:24][c:25]2[n:26][n:27]1.[c:1]1([NH:7][c:8]2[c:9]([C:10](=[O:11])[OH:12])[cH:13][cH:14][cH:15][cH:16]2)[cH:2][cH:3][cH:4][cH:5][cH:6]1>>[c:1]1([NH:7][c:8]2[c:9]([C:10](=[O:12])[N:28]3[CH:29]([CH2:30][OH:31])[CH2:32][CH2:33][CH2:34]3)[cH:13][cH:14][cH:15][cH:16]2)[cH:2][cH:3][cH:4][cH:5][cH:6]1. Starting materials: CN(C)C=O, CCN(C(C)C)C(C)C, O=C(O)CNC(=O)C(F)(F)F, Cc1cn(C2CC(O)C(CN)(CO)O2)c(=O)[nH]c1=O. Product: Cc1cn(C2CC(O)C(CO)(CNC(=O)CNC(=O)C(F)(F)F)O2)c(=O)[nH]c1=O. RXN SMILES: [CH3:40][N:41]([CH3:42])[CH:43]=[O:44].[CH:31]([N:32]([CH:33]([CH3:34])[CH3:35])[CH2:36][CH3:37])([CH3:38])[CH3:39].[F:20][C:21]([C:22](=[O:23])[NH:24][CH2:25][C:26](=[O:27])[OH:28])([F:29])[F:30].[NH2:1][CH2:2][C:3]1([CH2:18][OH:19])[CH:4]([OH:17])[CH2:5][CH:6]([n:8]2[c:9](=[O:10])[nH:11][c:12](=[O:13])[c:14]([CH3:15])[cH:16]2)[O:7]1>>[NH:1]([CH2:2][C:3]1([CH2:18][OH:19])[CH:4]([OH:17])[CH2:5][CH:6]([n:8]2[c:9](=[O:10])[nH:11][c:12](=[O:13])[c:14]([CH3:15])[cH:16]2)[O:7]1)[C:26]([CH2:25][NH:24][C:22]([C:21]([F:20])([F:29])[F:30])=[O:23])=[O:27]. Starting materials: [Al+3], O=C(Cl)c1ccccc1, [Cl-], [Cl-], [Cl-], O=c1cc(O)c2cc(Cl)cc(Cl)c2[nH]1, Cl, O=[N+]([O-])c1ccccc1, O. Product: O=C(c1ccccc1)c1c(O)c2cc(Cl)cc(Cl)c2[nH]c1=O. Reaction SMILES: [Al+3:11].[C:1]([c:2]1[cH:3][cH:4][cH:5][cH:6][cH:7]1)(=[O:8])[Cl:9].[Cl-:10].[Cl-:12].[Cl-:13].[Cl:23][c:24]1[cH:25][c:26]2[c:27]([OH:36])[cH:28][c:29](=[O:35])[nH:30][c:31]2[c:32]([Cl:34])[cH:33]1.[ClH:37].[O-:14][N+:15]([c:16]1[cH:17][cH:18][cH:19][cH:20][cH:21]1)=[O:22].[OH2:38]>>[C:1]([c:2]1[cH:3][cH:4][cH:5][cH:6][cH:7]1)(=[O:8])[c:28]1[c:27]([OH:36])[c:26]2[cH:25][c:24]([Cl:23])[cH:33][c:32]([Cl:34])[c:31]2[nH:30][c:29]1=[O:35].